This data is from the Open Reaction Database (ORD), a public repository of structured organic reaction records. The task is: describe an organic reaction: reactants, conditions, products, and yield Starting materials: resultant solution, N1C=C(C2=CC=CC=C12)CC(=O)O (1H-Indole 3-acetic acid), CN[C@H]1[C@@H](CCCC1)N1CCCC1 (trans-N-methyl-2-(1-pyrrolidinyl)cyclohexanamine), C1(CCCCC1)N=C=N (cyclohexyl carbodiimide). Run in O1CCCC1 (tetrahydrofuran). The product is CN(C(CC1=CNC2=CC=CC=C12)=O)[C@H]1[C@@H](CCCC1)N1CCCC1 (trans-N-methyl-N-[2-(1-pyrrolidinyl) cyclohexyl]-1H-indole-3-acetamide). RXN SMILES: [NH:1]1[C:9]2[C:4](=[CH:5][CH:6]=[CH:7][CH:8]=2)[C:3]([CH2:10][C:11]([OH:13])=O)=[CH:2]1.[CH3:14][NH:15][C@@H:16]1[CH2:21][CH2:20][CH2:19][CH2:18][C@H:17]1[N:22]1[CH2:26][CH2:25][CH2:24][CH2:23]1.C1(N=C=N)CCCCC1>O1CCCC1>[CH3:14][N:15]([C@@H:16]1[CH2:21][CH2:20][CH2:19][CH2:18][C@H:17]1[N:22]1[CH2:26][CH2:25][CH2:24][CH2:23]1)[C:11](=[O:13])[CH2:10][C:3]1[C:4]2[C:9](=[CH:8][CH:7]=[CH:6][CH:5]=2)[NH:1][CH:2]=1. Procedure: 1H-Indole 3-acetic acid (1.05 g, Aldrich) and trans-N-methyl-2-(1-pyrrolidinyl)cyclohexanamine were dissolved in tetrahydrofuran (30 ml) and cyclohexyl carbodiimide (1.24 g) added. The resultant solution was stirred at room temperature overnight, during which time a white precipitate appeared. The solution was filtered and evaporated to an oil, which was chromatographed on silica. Elution with ether gave the product as a white solid (1.3 g), mp 175°-178° C. Reactants: [N+](=O)([O-])C1=CC2=C(NC(CCC2)=O)C=C1 (7-Nitro-1,3,4,5-tetrahydro-benzo[b]azepin-2-one), B.C1CCOC1 (borane THF). Solvent: sodium bicarbonate ice, C1CCOC1 (THF). Conditions: temperature 60 celsius, time 2 hour. Product: [N+](=O)([O-])C1=CC2=C(NCCCC2)C=C1 (7-Nitro-2,3,4,5-tetrahydro-1H-benzo[b]azepine). Isolated yield 69.4%. RXN SMILES: [N+:1]([C:4]1[CH:15]=[CH:14][C:7]2[NH:8][C:9](=O)[CH2:10][CH2:11][CH2:12][C:6]=2[CH:5]=1)([O-:3])=[O:2].B.C1COCC1>C1COCC1>[N+:1]([C:4]1[CH:15]=[CH:14][C:7]2[NH:8][CH2:9][CH2:10][CH2:11][CH2:12][C:6]=2[CH:5]=1)([O-:3])=[O:2] |f:1.2|. Procedure details: A solution of 7-Nitro-1,3,4,5-tetrahydro-benzo[b]azepin-2-one (0.34 g, 1.65 mmol) in THF (10 mL) was treated with borane-THF (5 mL, 4.95 mmol) and heated to 60° C. and stirred for 2 h. The mixture was poured in saturated aqueous sodium bicarbonate/ice. The mixture was extracted 2×EtOAc, the organic layers washed with brine and dried (MgSO4), filtered and concentrated on SiO2. Purification by ISCO chromatography (40 gram column, SiO2, gradient 0% to 100% EtOAc in hexane) gave 7-Nitro-2,3,4,5-tetr... Reactants: CC(C)(C)OC(=O)N1CCC(n2ncc3c(Oc4c(C#N)ccc(F)c4F)ncnc32)CC1, CCOc1ccc(Oc2ncnc3c2cnn3C2CCNCC2)c(F)c1, CCN(C(C)C)C(C)C, ClCCl, CC(C)OC(=O)Cl, N#Cc1ccc(F)c(F)c1Oc1ncnc2c1cnn2C1CCNCC1, O=C(O)C(F)(F)F, O=C(O)C(F)(F)F, O. The product is CC(C)OC(=O)N1CCC(n2ncc3c(Oc4c(C#N)ccc(F)c4F)ncnc32)CC1. RXN SMILES: [C:41]([O:42][C:43]([N:44]1[CH2:45][CH2:46][CH:47]([n:48]2[c:49]3[n:50][cH:51][n:52][c:53]([O:54][c:55]4[c:56]([C:57]#[N:58])[cH:59][cH:60][c:61]([F:62])[c:63]4[F:64])[c:65]3[cH:66][n:67]2)[CH2:68][CH2:69]1)=[O:70])([CH3:71])([CH3:72])[CH3:73].[CH2:81]([O:82][c:83]1[cH:84][cH:85][c:86]([O:87][c:88]2[n:89][cH:90][n:91][c:92]3[n:93]([CH:94]4[CH2:95][CH2:96][NH:97][CH2:98][CH2:99]4)[n:100][cH:101][c:102]23)[c:103]([F:104])[cH:105]1)[CH3:106].[CH:107]([N:108]([CH:109]([CH3:110])[CH3:111])[CH2:112][CH3:113])([CH3:114])[CH3:115].[Cl:116][CH2:117][Cl:118].[Cl:1][C:2](=[O:3])[O:4][CH:5]([CH3:6])[CH3:7].[F:15][c:16]1[c:17]([O:25][c:26]2[c:27]3[c:28]([n:29][cH:30][n:31]2)[n:32]([CH:35]2[CH2:36][CH2:37][NH:38][CH2:39][CH2:40]2)[n:33][cH:34]3)[c:18]([C:19]#[N:20])[cH:21][cH:22][c:23]1[F:24].[F:74][C:75]([F:76])([F:77])[C:78]([OH:79])=[O:80].[F:8][C:9]([F:10])([F:11])[C:12]([OH:13])=[O:14].[OH2:119]>>[C:2](=[O:3])([O:4][CH:5]([CH3:6])[CH3:7])[N:38]1[CH2:37][CH2:36][CH:35]([n:32]2[c:28]3[c:27]([c:26]([O:25][c:17]4[c:16]([F:15])[c:23]([F:24])[cH:22][cH:21][c:18]4[C:19]#[N:20])[n:31][cH:30][n:29]3)[cH:34][n:33]2)[CH2:40][CH2:39]1. Reactants: Cl.N=1N(N=CC1)CC(=O)O (2-(2H-1,2,3-triazol-2-yl)acetic acid hydrochloride), FC=1C=C(C[C@@H]2C[C@H](NC2)C(=O)NC2=CC=C(C=C2)OC2=CC=C(C=C2)F)C=CC1 ((2S,4R)-4-(3-fluorobenzyl)-N-(4-(4-fluorophenoxy)phenyl)pyrrolidine-2-carboxamide). Yields the product Compound 49, N=1N(N=CC1)CC(=O)N1[C@@H](C[C@H](C1)CC1=CC(=CC=C1)F)C(=O)NC1=CC=C(C=C1)OC1=CC=C(C=C1)F ((2S,4R)-1-(2-(2H-1,2,3-triazol-2-yl)acetyl)-4-(3-fluorobenzyl)-N-(4-(4-fluorophenoxy)phenyl)pyrrolidine-2-carboxamide). Isolated yield 39.0%. As a reaction SMILES: Cl.[N:2]1[N:3]([CH2:7][C:8]([OH:10])=O)[N:4]=[CH:5][CH:6]=1.[F:11][C:12]1[CH:13]=[C:14]([CH:38]=[CH:39][CH:40]=1)[CH2:15][C@H:16]1[CH2:20][NH:19][C@H:18]([C:21]([NH:23][C:24]2[CH:29]=[CH:28][C:27]([O:30][C:31]3[CH:36]=[CH:35][C:34]([F:37])=[CH:33][CH:32]=3)=[CH:26][CH:25]=2)=[O:22])[CH2:17]1>>[N:4]1[N:3]([CH2:7][C:8]([N:19]2[CH2:20][C@H:16]([CH2:15][C:14]3[CH:38]=[CH:39][CH:40]=[C:12]([F:11])[CH:13]=3)[CH2:17][C@H:18]2[C:21]([NH:23][C:24]2[CH:29]=[CH:28][C:27]([O:30][C:31]3[CH:32]=[CH:33][C:34]([F:37])=[CH:35][CH:36]=3)=[CH:26][CH:25]=2)=[O:22])=[O:10])[N:2]=[CH:6][CH:5]=1 |f:0.1|. Reported procedure: Proceeding as in Example 1, but substituting 2-(2H-1,2,3-triazol-2-yl)acetic acid hydrochloride and (2S,4R)-4-(3-fluorobenzyl)-N-(4-(4-fluorophenoxy)phenyl)pyrrolidine-2-carboxamide, gave Compound 49, (2S,4R)-1-(2-(2H-1,2,3-triazol-2-yl)acetyl)-4-(3-fluorobenzyl)-N-(4-(4-fluorophenoxy)phenyl)pyrrolidine-2-carboxamide (74 mg, 39%). Major isomer: 1H-NMR (400 MHz, DMSO-D6): σ 9.96 (s, 1H), 7.79 (s, 2H), 7.57-7.51 (m, 2H), 7.38-7.29 (m, 1H), 7.22-6.90 (m, 10H), 5.56-5.41 (m, 2H), 4.52-4.54 (m, 1H), ... The reactants are C(#N)C1=CC=C(C(=O)NC2=C(C=C(C=C2)C2=NNC(CC2C)=O)O)C=C1 (4-cyano-N-[2-hydroxy-4-(4-methyl-6-oxo-1,4,5,6-tetrahydro-pyridazin-3-yl)-phenyl]-benzamide), O.C1(=CC=C(C=C1)S(=O)(=O)O)C (para-toluenesulphonic acid monohydrate), C(C)(=O)O (acetic acid). Solvent: O (water). Product: CC1C(=NNC(C1)=O)C1=CC2=C(N=C(O2)C2=CC=C(C#N)C=C2)C=C1 (4-[6-(4-methyl-6-oxo-1,4,5,6-tetrahydro-pyridazin-3-yl)-benzoxazol-2-yl]-benzonitrile). RXN SMILES: [C:1]([C:3]1[CH:26]=[CH:25][C:6]([C:7]([NH:9][C:10]2[CH:15]=[CH:14][C:13]([C:16]3[CH:21]([CH3:22])[CH2:20][C:19](=[O:23])[NH:18][N:17]=3)=[CH:12][C:11]=2O)=[O:8])=[CH:5][CH:4]=1)#[N:2].O.C1(C)C=CC(S(O)(=O)=O)=CC=1.C(O)(=O)C>O>[CH3:22][CH:21]1[CH2:20][C:19](=[O:23])[NH:18][N:17]=[C:16]1[C:13]1[CH:14]=[CH:15][C:10]2[N:9]=[C:7]([C:6]3[CH:25]=[CH:26][C:3]([C:1]#[N:2])=[CH:4][CH:5]=3)[O:8][C:11]=2[CH:12]=1 |f:1.2|. Procedure: 250 mg (718 μmol) 4-cyano-N-[2-hydroxy-4-(4-methyl-6-oxo-1,4,5,6-tetrahydro-pyridazin-3-yl)-phenyl]-benzamide and 126 mg (718 μmol) para-toluenesulphonic acid monohydrate are refluxed with 10 ml glacial acetic acid for 3 h. Then the solv. is eliminated by rotary evaporation i.V., water is added to the residue and the product is filtered off. The reactants are COc1cc(NC(=O)OC(C)(C)C)cc(OC)c1C, ClC(Cl)(Cl)Cl, CC(C)(C#N)N=NC(C)(C)C#N, O=C1CCC(=O)N1Br. Yields the product COc1cc(NC(=O)OC(C)(C)C)c(Br)c(OC)c1C. Reaction SMILES: [C:1]([CH3:2])([CH3:3])([CH3:4])[O:5][C:6]([NH:7][c:8]1[cH:9][c:10]([O:17][CH3:18])[c:11]([CH3:16])[c:12]([O:14][CH3:15])[cH:13]1)=[O:19].[C:40]([Cl:41])([Cl:42])([Cl:43])[Cl:44].[N:28]#[C:29][C:30]([N:31]=[N:32][C:33]([C:34]#[N:35])([CH3:36])[CH3:37])([CH3:38])[CH3:39].[O:20]=[C:21]1[N:22]([Br:27])[C:23](=[O:24])[CH2:25][CH2:26]1>>[C:1]([CH3:2])([CH3:3])([CH3:4])[O:5][C:6]([NH:7][c:8]1[c:9]([Br:27])[c:10]([O:17][CH3:18])[c:11]([CH3:16])[c:12]([O:14][CH3:15])[cH:13]1)=[O:19]. Starting materials: COC(=O)c1ccc2c(c1)CC(C)(C)C(c1cccc(S(=O)(=O)Nc3ccccc3)c1)=N2, CO, C1CCOC1. Product: COC(=O)c1ccc2c(c1)CC(C)(C)C(c1cccc(S(=O)(=O)Nc3ccccc3)c1)N2. Reaction SMILES: [CH3:1][C:2]1([CH3:32])[C:3]([c:16]2[cH:17][c:18]([S:22]([NH:23][c:24]3[cH:25][cH:26][cH:27][cH:28][cH:29]3)(=[O:30])=[O:31])[cH:19][cH:20][cH:21]2)=[N:4][c:5]2[cH:6][cH:7][c:8]([C:12](=[O:13])[O:14][CH3:15])[cH:9][c:10]2[CH2:11]1.[CH3:33][OH:34].[O:35]1[CH2:36][CH2:37][CH2:38][CH2:39]1>>[CH3:1][C:2]1([CH3:32])[CH:3]([c:16]2[cH:17][c:18]([S:22]([NH:23][c:24]3[cH:25][cH:26][cH:27][cH:28][cH:29]3)(=[O:30])=[O:31])[cH:19][cH:20][cH:21]2)[NH:4][c:5]2[cH:6][cH:7][c:8]([C:12](=[O:13])[O:14][CH3:15])[cH:9][c:10]2[CH2:11]1. Procedure details: A sample of 3-{3-[4-(4-fluorobenzoyl)piperidyl]propyl}indole, free base of Example 22, is reduced and treated by the method described in Example 2 to give 3-{3-[4-(4-fluorophenylhydroxymethyl)piperidyl]propyl}indole. Starting materials: FC1=CC=C(C(=O)C2CCN(CC2)CCCC2=CNC3=CC=CC=C23)C=C1 (3-{3-[4-(4-fluorobenzoyl)piperidyl]propyl}indole), Cl.FC1=CC=C(C(=O)C2CCN(CC2)CCCC2=CNC3=CC=CC=C23)C=C1 (3-{3-[4-(4-fluorobenzoyl)piperidyl]propyl}indole hydrochloride). RXN SMILES: [F:1][C:2]1[CH:27]=[CH:26][C:5]([C:6]([CH:8]2[CH2:13][CH2:12][N:11]([CH2:14][CH2:15][CH2:16][C:17]3[C:25]4[C:20](=[CH:21][CH:22]=[CH:23][CH:24]=4)[NH:19][CH:18]=3)[CH2:10][CH2:9]2)=[O:7])=[CH:4][CH:3]=1.Cl.FC1C=CC(C(C2CCN(CCCC3C4C(=CC=CC=4)NC=3)CC2)=O)=CC=1>>[F:1][C:2]1[CH:27]=[CH:26][C:5]([CH:6]([OH:7])[CH:8]2[CH2:13][CH2:12][N:11]([CH2:14][CH2:15][CH2:16][C:17]3[C:25]4[C:20](=[CH:21][CH:22]=[CH:23][CH:24]=4)[NH:19][CH:18]=3)[CH2:10][CH2:9]2)=[CH:4][CH:3]=1 |f:1.2|. Product: FC1=CC=C(C=C1)C(C1CCN(CC1)CCCC1=CNC2=CC=CC=C12)O (3-{3-[4-(4-fluorophenylhydroxymethyl)piperidyl]propyl}indole).